Dataset: the Open Reaction Database (ORD), a public repository of structured organic reaction records. Task: describe an organic reaction: reactants, conditions, products, and yield Starting materials: OC=1C2=C(C(=NC1C(=O)OCC)C)C(=NO2)C2=CC=C(C=C2)OC (Ethyl 7-hydroxy-3-(4-methoxyphenyl)-4-methylisoxazolo[4,5-c]pyridine-6-carboxylate), NCC(=O)O (glycine), C[O-].[Na+] (sodium methoxide). The solvent is C([O-])(O)=O.[Na+] (sodium bicarbonate). Yields the product OC=1C2=C(C(=NC1C(=O)NCC(=O)O)C)C(=NO2)C2=CC=C(C=C2)OC ({[7-Hydroxy-3-(4-methoxy-phenyl)-4-methyl-isoxazolo[4,5-c]pyridine-6-carbonyl]-amino}-acetic acid). Isolated yield 48.3%. Reaction SMILES: [OH:1][C:2]1[C:3]2[O:16][N:15]=[C:14]([C:17]3[CH:22]=[CH:21][C:20]([O:23][CH3:24])=[CH:19][CH:18]=3)[C:4]=2[C:5]([CH3:13])=[N:6][C:7]=1[C:8](OCC)=[O:9].[NH2:25][CH2:26][C:27]([OH:29])=[O:28].C[O-].[Na+]>C(=O)(O)[O-].[Na+]>[OH:1][C:2]1[C:3]2[O:16][N:15]=[C:14]([C:17]3[CH:22]=[CH:21][C:20]([O:23][CH3:24])=[CH:19][CH:18]=3)[C:4]=2[C:5]([CH3:13])=[N:6][C:7]=1[C:8]([NH:25][CH2:26][C:27]([OH:29])=[O:28])=[O:9] |f:2.3,4.5|. Reported procedure: Ethyl 7-hydroxy-3-(4-methoxyphenyl)-4-methylisoxazolo[4,5-c]pyridine-6-carboxylate (35 mg, 0.11 mmol) and glycine (320 mg, 4.27 mmol) were added to sodium methoxide solution (6.4 mL, 3.20 mmol, 0.5 M in MeOH) and the mixture was refluxed for 3 days. The mixture was cooled to room temperature and the solvent was removed in vacuo. The residue was dissolved in minimum amount of water and 0.25 M hydrochloric acid was added until pH was 3. The precipitate was isolated by filtration and dried under va...